From a dataset of the Open Reaction Database (ORD), a public repository of structured organic reaction records. describe an organic reaction: reactants, conditions, products, and yield Reactants: C(CCCCCCCCC)OC1=CC=C(C=C1)C1=CC=C(C=C1)C(=O)O (4-n-decyloxybiphenyl-4'-carboxylic acid), S(=O)(Cl)Cl (thionyl chloride), S(=O)(Cl)Cl (thionyl chloride). The product is C(CCCCCCCCC)OC1=CC=C(C=C1)C1=CC=C(C=C1)C(=O)Cl (4-n-decyloxybiphenyl-4'-carboxylic acid chloride). Reaction SMILES: [CH2:1]([O:11][C:12]1[CH:17]=[CH:16][C:15]([C:18]2[CH:23]=[CH:22][C:21]([C:24]([OH:26])=O)=[CH:20][CH:19]=2)=[CH:14][CH:13]=1)[CH2:2][CH2:3][CH2:4][CH2:5][CH2:6][CH2:7][CH2:8][CH2:9][CH3:10].S(Cl)([Cl:29])=O>>[CH2:1]([O:11][C:12]1[CH:17]=[CH:16][C:15]([C:18]2[CH:23]=[CH:22][C:21]([C:24]([Cl:29])=[O:26])=[CH:20][CH:19]=2)=[CH:14][CH:13]=1)[CH2:2][CH2:3][CH2:4][CH2:5][CH2:6][CH2:7][CH2:8][CH2:9][CH3:10]. Reported procedure: This ester was dissolved in 50 ml of a 10% by weight solution of sodium hydroxide in a methanol/water mixed solvent (1/1 volume ratio). The solution was refluxed for 6 hours and, subsequently, the reaction mixture was dropped in an ice-cooled aqueous hydrochloric acid solution to form a white powdery precipitate. The precipitate was recovered by filtration, washed with water and then dried to obtain 2.0 g of 4-n-decyloxybiphenyl-4'-carboxylic acid. 2.0 g of the 4-n-decyloxybiphenyl-4'-carboxylic... Reactants: C1(=CC=CC=C1)C(CC(=O)O)C1=CC=CC=C1 (3,3-diphenylpropionic acid), S(=O)(Cl)Cl (thionyl chloride). The reagents and catalysts are N1=CC=CC=C1 (pyridine). Run at time 15 hour. The product is C1(=CC=CC=C1)C(CC(=O)Cl)C1=CC=CC=C1 (3,3-Diphenylpropionyl chloride). Reaction SMILES: [C:1]1([CH:7]([C:12]2[CH:17]=[CH:16][CH:15]=[CH:14][CH:13]=2)[CH2:8][C:9](O)=[O:10])[CH:6]=[CH:5][CH:4]=[CH:3][CH:2]=1.S(Cl)([Cl:20])=O>N1C=CC=CC=1>[C:1]1([CH:7]([C:12]2[CH:17]=[CH:16][CH:15]=[CH:14][CH:13]=2)[CH2:8][C:9]([Cl:20])=[O:10])[CH:6]=[CH:5][CH:4]=[CH:3][CH:2]=1. Procedure details: To a mixture of 3,3-diphenylpropionic acid (20 g, 88.4 mmol) and thionyl chloride (7.74 mL, 106.1 mmol) is added 5 drops of pyridine. The mixture is stirred at room temperature overnight (15 hours), and then distilled in vacuo to afford a light yellow oil, 17.88 g. The title compound forms as a light yellow solid when the oil is refrigerated overnight; mp 41°-43° C. Starting materials: C(C=C)N1C(N(CCC1)C1=C(C=CC=C1Cl)C)=S (3-Allyl-1-(6-chloro-2-methyl-phenyl)-3,4,5,6-tetrahydro-pyrimidine-2(1H)-thione), C1(CCC1)N (cyclobutylamine). The solvent is O (water). Conditions: temperature 90 celsius. Yields the product ClC1=CC=CC(=C1NCCCNC1CCC1)C (N′-(6-Chloro-2-methyl-phenyl)-N-cyclobutyl-propane-1,3-diamine). The yield is 51.5%. RXN SMILES: [CH2:1]([N:4]1[CH2:9][CH2:8][CH2:7][N:6]([C:10]2[C:15]([Cl:16])=[CH:14][CH:13]=[CH:12][C:11]=2[CH3:17])C1=S)[CH:2]=[CH2:3].[CH:19]1(N)CCC1>O>[Cl:16][C:15]1[C:10]([NH:6][CH2:7][CH2:8][CH2:9][NH:4][CH:1]2[CH2:2][CH2:3][CH2:19]2)=[C:11]([CH3:17])[CH:12]=[CH:13][CH:14]=1. Procedure details: A mixture of the hydrobromide salt of Example 12, Step B (6.64 g) and cyclobutylamine (4.15 g) was heated at 90° C. for 1.5 hours. The cooled mixture was diluted with water and extracted with dichloromethane. The extracts were washed with 20% aqueous sodium chloride, dried over anhydrous potassium carbonate and evaporated to a brown oil, which was flash chromatographed on Merck-60 flash silica gel (eluant: hexane-EtOAc 1:1 to remove less polar impurities, followed by dichloromethane-methanol-amm... The reactants are CC(COC1=C(C=CC=C1)NC(C)=O)=C (N-{2-[(2-methyl-2-propenyl)oxy]phenyl}acetamide), ClC1=CC(=CC=C1)C(=O)OO (m-chloroperbenzoic acid), Example 8 ( ii ). Product: CC1(OC1)COC1=C(C=CC=C1)NC(C)=O (N-{2-[(2-Methyl-2-oxiranyl)methoxy]phenyl}acetamide). The yield is 64.9%. Reaction SMILES: [CH3:1][C:2](=[CH2:15])[CH2:3][O:4][C:5]1[CH:10]=[CH:9][CH:8]=[CH:7][C:6]=1[NH:11][C:12](=[O:14])[CH3:13].ClC1C=CC=C(C(OO)=[O:24])C=1>>[CH3:15][C:2]1([CH2:3][O:4][C:5]2[CH:10]=[CH:9][CH:8]=[CH:7][C:6]=2[NH:11][C:12](=[O:14])[CH3:13])[CH2:1][O:24]1. Reported procedure: The compound (0.56 g, 65%) was prepared from N-{2-[(2-methyl-2-propenyl)oxy]phenyl}acetamide (800 mg, 3.90 mmol) and m-chloroperbenzoic acid (80%, 1.10 g, 5.22 mmol) analogously to that described in Example 8 (ii). The reactants are [Br-], C[Mg+], CC(C)O, O=CC1=C(Cl)CCC1, C1CCOC1. Yields the product CC(O)C1=C(Cl)CCC1. As a reaction SMILES: [Br-:9].[CH3:10][Mg+:11].[CH:12]([OH:13])([CH3:14])[CH3:15].[Cl:1][C:2]1=[C:3]([CH:7]=[O:8])[CH2:4][CH2:5][CH2:6]1.[O:16]1[CH2:17][CH2:18][CH2:19][CH2:20]1>>[Cl:1][C:2]1=[C:3]([CH:7]([OH:8])[CH3:12])[CH2:4][CH2:5][CH2:6]1. The reactants are O=C([O-])C=Cc1ccccc1, CCCCC(=O)OCC, [Na+], O=CC(O)C(O)C(O)C(O)CO. The product is CC(=O)c1ccccc1. RXN SMILES: [C:13]([CH:14]=[CH:15][c:16]1[cH:17][cH:18][cH:19][cH:20][cH:21]1)([O-:22])=[O:23].[C:25]([O:26][CH2:27][CH3:28])(=[O:29])[CH2:30][CH2:31][CH2:32][CH3:33].[Na+:24].[O:1]=[CH:2][CH:3]([CH:4]([CH:5]([CH:6]([CH2:7][OH:8])[OH:9])[OH:10])[OH:11])[OH:12]>>[O:1]=[C:15]([CH3:14])[c:16]1[cH:17][cH:18][cH:19][cH:20][cH:21]1. Product: C(C1=CC=CC=C1)SC1=NN2C(C(=CC(=C2)Br)OC)=N1 (2-Benzylthio-6-bromo-8-methoxy[1,2,4]triazolo[1,5-a]pyridine). Run in O (water). Reactants: C(C)(=O)O (acetic acid), C(C1=CC=CC=C1)SC1=NN2C(C(=CC(=C2)Br)Br)=N1 (2-Benzylthio-6,8-dibromo[1,2,4]triazolo[1,5-a]pyridine), C(C)#N (acetonitrile), C[O-].[Na+] (Sodium methoxide). Reaction SMILES: [CH2:1]([S:8][C:9]1[N:19]=[C:12]2[C:13](Br)=[CH:14][C:15]([Br:17])=[CH:16][N:11]2[N:10]=1)[C:2]1[CH:7]=[CH:6][CH:5]=[CH:4][CH:3]=1.C(#N)C.C[O-].[Na+].[C:26](O)(=[O:28])C>O>[CH2:1]([S:8][C:9]1[N:19]=[C:12]2[C:13]([O:28][CH3:26])=[CH:14][C:15]([Br:17])=[CH:16][N:11]2[N:10]=1)[C:2]1[CH:7]=[CH:6][CH:5]=[CH:4][CH:3]=1 |f:2.3|. Reported procedure: 2-Benzylthio-6,8-dibromo[1,2,4]triazolo[1,5-a]pyridine (9.5 g, 23.8 mmol) was mixed with acetonitrile (50 mL) in a round bottom flask. Sodium methoxide (13.1 mL of 25 percent solution in methanol, 57.1 mmol) was added and the mixture was heated at reflux for 2 hours. Glacial acetic acid (10 mL) was added and the entire reaction mixture was poured into a mixture of ice and water (300 mL). The brown precipitate that formed was recovered by filtration and dried. This was chromatographed on silica g... Reactants: [Na+], C1CCOC1, [OH-], O, O=C(O)c1csc2ccc(O)cc12, O=S(=O)(Cl)c1ccccc1. Product: O=C(O)c1csc2ccc(OS(=O)(=O)c3ccccc3)cc12. As a reaction SMILES: [Na+:30].[O:24]1[CH2:25][CH2:26][CH2:27][CH2:28]1.[OH-:29].[OH2:31].[OH:1][c:2]1[cH:3][c:4]2[c:5]([s:6][cH:7][c:8]2[C:9](=[O:10])[OH:11])[cH:12][cH:13]1.[c:14]1([S:20](=[O:21])(=[O:22])[Cl:23])[cH:15][cH:16][cH:17][cH:18][cH:19]1>>[O:1]([c:2]1[cH:3][c:4]2[c:5]([s:6][cH:7][c:8]2[C:9](=[O:10])[OH:11])[cH:12][cH:13]1)[S:20]([c:14]1[cH:15][cH:16][cH:17][cH:18][cH:19]1)(=[O:21])=[O:22]. Starting materials: Cl (hydrochloric acid), C(=O)=O (carbon dioxide), [Mg] (magnesium), CC1=C(C(CC1)C(=C)C)CCl (1-methyl-2-chloromethyl-3-(prop-1-en-2-yl)-cyclopent-1-ene), C(=O)=O (carbon dioxide), [Na] (sodium). Solvent: O1CCCC1 (tetrahydrofuran), CCOCC (ether), O1CCCC1 (tetrahydrofuran). Reaction conditions: temperature -10 celsius, time 1 hour. Yields the product C(=C)(C)C1C(C(CC1)(C(=O)O)C)=C (3-isopropenyl-2-methylene-1-methyl-cyclopentanecarboxylic acid). Yield: 66.0%. Reaction SMILES: [Mg].[CH3:2][C:3]1[CH2:7][CH2:6][CH:5]([C:8]([CH3:10])=[CH2:9])[C:4]=1[CH2:11]Cl.[C:13](=[O:15])=[O:14].Cl.[Na]>O1CCCC1.CCOCC>[C:8]([CH:5]1[CH2:6][CH2:7][C:3]([CH3:2])([C:13]([OH:15])=[O:14])[C:4]1=[CH2:11])([CH3:10])=[CH2:9] |^1:16|. Procedure details: 75 ml of dry tetrahydrofuran and 23 g of magnesium shavings are added to a round flask which is fitted with a stirrer, thermometer, dropping funnel and reflux condenser. Without stirring there is added thereto slowly (within 4 hours) a solution of 112.4 g of 1-methyl-2-chloromethyl-3-(prop-1-en-2-yl)-cyclopent-1-ene in 100 ml of tetrahydrofuran. The mixture is brought to 60°-65° for 1 hour and then cooled to -10°. A carbon dioxide stream is conducted through the solution, which is cooled to -10°...